This data is from the Open Reaction Database (ORD), a public repository of structured organic reaction records. The task is: describe an organic reaction: reactants, conditions, products, and yield The reactants are BrC=1C=C(C=CC1)S(=O)(=O)N1[C@@H](CN(CC1)C1=C(C=C(C=C1)F)C(F)(F)F)C ((R)-1-(3-bromophenylsulfonyl)-4-(4-fluoro-2-(trifluoromethyl)phenyl)-2-methylpiperazine), [O-]P(=O)([O-])[O-].[K+].[K+].[K+] (K3PO4), N1C=NC=C1 (Imidazole). The reagents and catalysts are NC[C@H]1[C@@H](CCCC1)CN (1,2-trans-diaminomethylcyclohexane). Run in O1CCOCC1 (dioxane). Conditions: temperature 120 celsius. The product is FC1=CC(=C(C=C1)N1C[C@H](N(CC1)S(=O)(=O)C1=CC(=CC=C1)N1C=NC=C1)C)C(F)(F)F ((2R)-4-[4-fluoro-2-(trifluoromethyl)phenyl]-2-methyl-1-{[3-(1H-imidazol-1-yl)phenyl]sulfonyl}piperazine). Yield: 75.0%. As a reaction SMILES: Br[C:2]1[CH:3]=[C:4]([S:8]([N:11]2[CH2:16][CH2:15][N:14]([C:17]3[CH:22]=[CH:21][C:20]([F:23])=[CH:19][C:18]=3[C:24]([F:27])([F:26])[F:25])[CH2:13][C@H:12]2[CH3:28])(=[O:10])=[O:9])[CH:5]=[CH:6][CH:7]=1.[O-]P([O-])([O-])=O.[K+].[K+].[K+].[NH:37]1[CH:41]=[CH:40][N:39]=[CH:38]1>O1CCOCC1.NC[C@@H]1CCCC[C@H]1CN>[F:23][C:20]1[CH:21]=[CH:22][C:17]([N:14]2[CH2:15][CH2:16][N:11]([S:8]([C:4]3[CH:5]=[CH:6][CH:7]=[C:2]([N:37]4[CH:41]=[CH:40][N:39]=[CH:38]4)[CH:3]=3)(=[O:10])=[O:9])[C@H:12]([CH3:28])[CH2:13]2)=[C:18]([C:24]([F:27])([F:26])[F:25])[CH:19]=1 |f:1.2.3.4|. Procedure: A suspension of (R)-1-(3-bromophenylsulfonyl)-4-(4-fluoro-2-(trifluoromethyl)phenyl)-2-methylpiperazine (168 mg, 0.35 mmol), 1,2-trans-diaminomethylcyclohexane (2.9 mg, 0.015 mmol), K3PO4 (8.5 mmg, 0.06 mmol) and Imidazole (41 mg, 0.6 mmol) in dioxane (0.6 mL) was degassed and heated to 120° C. in a sealed tube till disappearance of starting material as monitored by LCMS. The crude reaction mixture was filtered through a pad of Celite and washed with EtOAc. The crude product was purified on SiO2...